This data is from the Open Reaction Database (ORD), a public repository of structured organic reaction records. The task is: describe an organic reaction: reactants, conditions, products, and yield Reactants: S1C=CC=C1 (thiophene), C(C)O (ethanol), N1CCC(CC1)NC1=NC=CC=N1 (N-(4-piperidinyl)-2-pyrimidinamine), [H][H] (hydrogen). The reagents and catalysts are [Pd] (palladium-on-charcoal). Solvent: CO (methanol), CC(C)=O (2-propanone). Yields the product CC(C)N1CCC(CC1)NC1=NC=CC=N1 (N-[1-(1-methylethyl)-4-piperidinyl]-2-pyrimidinamine). RXN SMILES: S1C=[CH:4][CH:3]=[CH:2]1.C(O)C.[NH:9]1[CH2:14][CH2:13][CH:12]([NH:15][C:16]2[N:21]=[CH:20][CH:19]=[CH:18][N:17]=2)[CH2:11][CH2:10]1.[H][H]>[Pd].CO.CC(=O)C>[CH3:2][CH:3]([N:9]1[CH2:10][CH2:11][CH:12]([NH:15][C:16]2[N:17]=[CH:18][CH:19]=[CH:20][N:21]=2)[CH2:13][CH2:14]1)[CH3:4]. Reported procedure: To 0.5 parts of a solution of 2 parts of thiophene in 40 parts of ethanol, are added 4 parts of 2-propanone, 4.5 parts of N-(4-piperidinyl)-2-pyrimidinamine and 120 parts of methanol. The whole is hydrogenated at normal pressure and at room temperature with 2 parts of palladium-on-charcoal catalyst 10%. After the calculated amount of hydrogen is taken up, the catalyst is filtered off and the filtrate is evaporated. The residue is dissolved in trichloromethane. The solution is washed successively... Starting materials: BrC1=C(C2=CC=CC=C2C(=C1C)OC)OC (2-bromo-1,4-dimethoxy-3-methylnaphthalene), CCCCCC.C(CCC)[Li] (n-butyllithium hexane), O (Water), CN(C=O)C (dimethylformamide). Solvent: O1CCCC1 (tetrahydrofuran). Run at time 10 minute. Product: C(=O)C1=C(C2=CC=CC=C2C(=C1C)OC)OC (2-formyl-1,4-dimethoxy-3-methylnaphthalene). Isolated yield 48.8%. RXN SMILES: Br[C:2]1[C:11]([CH3:12])=[C:10]([O:13][CH3:14])[C:9]2[C:4](=[CH:5][CH:6]=[CH:7][CH:8]=2)[C:3]=1[O:15][CH3:16].CCCCCC.C([Li])CCC.CN(C)[CH:30]=[O:31].O>O1CCCC1>[CH:30]([C:2]1[C:11]([CH3:12])=[C:10]([O:13][CH3:14])[C:9]2[C:4](=[CH:5][CH:6]=[CH:7][CH:8]=2)[C:3]=1[O:15][CH3:16])=[O:31] |f:1.2|. Procedure: A solution of 5.0 g (17.8 mmol) of 2-bromo-1,4-dimethoxy-3-methylnaphthalene in 30 ml of tetrahydrofuran was cooled to -78° C., to which 11.2 ml (17.9 mmol) of 1.6M n-butyllithium hexane solution was added dropwise, and stirred at the same temperature for 10 minutes after completion of the addition. Then 1.3 g (17.8 mmol) of dimethylformamide was added dropwise to the reaction mixture, and stirred at room temperature for 1 hour after completion of the addition. Water was added to the reaction mi... Reactants: COC(C(C1=CC(=C(C=C1)OCCOC1=CC2=CC=CC=C2C=C1)F)=O)=O (3-fluoro-4-[2-(2-naphthalenyloxy)ethoxy]-alpha-oxobenzeneacetic acid methyl ester), [OH-].[Na+] (sodium hydroxide). The solvent is CO (methanol), O1CCCC1 (tetrahydrofuran), O (water). The product is FC=1C=C(C=CC1OCCOC1=CC2=CC=CC=C2C=C1)C(C(=O)O)=O (3-fluoro-4-[2-(2-naphthalenyloxy)ethoxy]-alpha-oxobenzeneacetic acid). Isolated yield 87.3%. As a reaction SMILES: C[O:2][C:3](=[O:27])[C:4](=[O:26])[C:5]1[CH:10]=[CH:9][C:8]([O:11][CH2:12][CH2:13][O:14][C:15]2[CH:24]=[CH:23][C:22]3[C:17](=[CH:18][CH:19]=[CH:20][CH:21]=3)[CH:16]=2)=[C:7]([F:25])[CH:6]=1.[OH-].[Na+]>CO.O1CCCC1.O>[F:25][C:7]1[CH:6]=[C:5]([C:4](=[O:26])[C:3]([OH:27])=[O:2])[CH:10]=[CH:9][C:8]=1[O:11][CH2:12][CH2:13][O:14][C:15]1[CH:24]=[CH:23][C:22]2[C:17](=[CH:18][CH:19]=[CH:20][CH:21]=2)[CH:16]=1 |f:1.2|. Procedure: A solution of 3-fluoro-4-[2-(2-naphthalenyloxy)ethoxy]-alpha-oxobenzeneacetic acid methyl ester (0.5 g) in warm methanol (10 mL) and tetrahydrofuran (10 mL) was treated with 1N sodium hydroxide (2 mL) and after 10 minutes the mixture was diluted with water and concentrated to remove the organic solvents. The residue was acidified with excess hydrochloric acid and extracted with dichloromethane containing a little tetrahydrofuran. The organic layer was washed with water, dried (Na2SO4), filtered ... The reactants are ClCC=1N(C=C(C(C1)=O)OCC1=CC=CC=C1)CC1=CC=CC=C1 (2-(chloromethyl)-5-(phenylmethoxy)-1-(phenylmethyl)-4(1H)-pyridinone), [N-]=[N+]=[N-].[Na+] (sodium azide). The reagents and catalysts are C1COCCOCCOCCOCCOCCO1 (18-crown-6). The solvent is C(C)#N (acetonitrile). Yields the product N(=[N+]=[N-])CC=1N(C=C(C(C1)=O)OCC1=CC=CC=C1)CC1=CC=CC=C1 (2-(Azidomethyl)-5-(phenylmethoxy)-1-(phenylmethyl)-4(1H)-pyridinone). The yield is 89.5%. As a reaction SMILES: Cl[CH2:2][C:3]1[N:4]([CH2:18][C:19]2[CH:24]=[CH:23][CH:22]=[CH:21][CH:20]=2)[CH:5]=[C:6]([O:10][CH2:11][C:12]2[CH:17]=[CH:16][CH:15]=[CH:14][CH:13]=2)[C:7](=[O:9])[CH:8]=1.[N-:25]=[N+:26]=[N-:27].[Na+]>C(#N)C.C1OCCOCCOCCOCCOCCOC1>[N:25]([CH2:2][C:3]1[N:4]([CH2:18][C:19]2[CH:24]=[CH:23][CH:22]=[CH:21][CH:20]=2)[CH:5]=[C:6]([O:10][CH2:11][C:12]2[CH:17]=[CH:16][CH:15]=[CH:14][CH:13]=2)[C:7](=[O:9])[CH:8]=1)=[N+:26]=[N-:27] |f:1.2|. Reported procedure: To a suspension of 2.0 g (6 mmol) of 2-(chloromethyl)-5-(phenylmethoxy)-1-(phenylmethyl)-4(1H)-pyridinone in 20 ml of acetonitrile was added 3.9 g (60 mmol) of sodium azide and 0.1 g of 18-crown-6, and the mixture was heated to reflux for four hours. The salts were filtered off by suction, and the filtrate was evaporated in vacuo. The residue was purified by column chromatography on silica gel (ethyl acetate-methanol 8:2) yielding 1.86 g of the title compound, melting point 120° C. Starting materials: [N+](=O)([O-])C1=NC=CC(=C1OC)C(C)(C)C (2-nitro-3-methoxy-4-t-butylpyridine), NN (hydrazine). Yields the product ON1N=NC2=C1N=CC=C2C(C)(C)C (1-hydroxy-4-t-butyl-7-azabenzotriazole). As a reaction SMILES: [N+:1]([C:4]1[C:9](OC)=[C:8]([C:12]([CH3:15])([CH3:14])[CH3:13])[CH:7]=[CH:6][N:5]=1)([O-])=[O:2].[NH2:16][NH2:17]>>[OH:2][N:1]1[C:4]2[N:5]=[CH:6][CH:7]=[C:8]([C:12]([CH3:15])([CH3:14])[CH3:13])[C:9]=2[N:17]=[N:16]1. Procedure details: The above-identified compound is prepared by reacting 2-nitro-3-methoxy-4-t-butylpyridine with hydrazine in accordance with the procedure described in Example 1. The reactants are C, [H][H], C1CCOC1, [Pd], COC(=O)C1(N2OCC(NC(=O)Cc3ccccc3)C2=O)C=CC(=O)O1. Product: COC(=O)C1(N2OCC(NC(=O)Cc3ccccc3)C2=O)CCC(=O)O1. Reaction SMILES: [C:34].[H:32][H:33].[O:27]1[CH2:28][CH2:29][CH2:30][CH2:31]1.[Pd:35].[c:1]1([CH2:7][C:8](=[O:9])[NH:10][CH:11]2[C:12](=[O:26])[N:13]([C:16]3([C:22](=[O:23])[O:24][CH3:25])[O:17][C:18](=[O:21])[CH:19]=[CH:20]3)[O:14][CH2:15]2)[cH:2][cH:3][cH:4][cH:5][cH:6]1>>[c:1]1([CH2:7][C:8](=[O:9])[NH:10][CH:11]2[C:12](=[O:26])[N:13]([C:16]3([C:22](=[O:23])[O:24][CH3:25])[O:17][C:18](=[O:21])[CH2:19][CH2:20]3)[O:14][CH2:15]2)[cH:2][cH:3][cH:4][cH:5][cH:6]1.